Task: describe an organic reaction: reactants, conditions, products, and yield. Dataset: the Open Reaction Database (ORD), a public repository of structured organic reaction records Starting materials: OCC1=C(C(C(C(=C1)F)(F)CO)F)F (1,4-bis(hydroxymethyl)-2,3,4,5-tetrafluorobenzene), Br (hydrobromic acid). Yields the product OCC1(C(C(=C(CBr)C=C1F)F)F)F (4-hydroxymethyl-2,3,4,5-tetrafluorobenzyl bromide). Isolated yield 90.0%. RXN SMILES: O[CH2:2][C:3]1[CH:8]=[C:7]([F:9])[C:6]([CH2:11][OH:12])([F:10])[CH:5]([F:13])[C:4]=1[F:14].[BrH:15]>>[OH:12][CH2:11][C:6]1([F:10])[C:7]([F:9])=[CH:8][C:3]([CH2:2][Br:15])=[C:4]([F:14])[CH:5]1[F:13]. Procedure details: A 90% yield of 4-hydroxymethyl-2,3,4,5-tetrafluorobenzyl bromide obtained from 1,4-bis(hydroxymethyl)-2,3,4,5-tetrafluorobenzene by treatment with 48% hydrobromic acid was reported by Costello and Milner in Synthetic Communications, 17, 219-221 (1987). However, it has since been shown that treatment of benzenedimethanols lacking nuclear halogen substituents shows no particular selectivity, and accordingly, the unusually high yield in this isolated example is believed to be an anomaly due to inso...